This data is from the Open Reaction Database (ORD), a public repository of structured organic reaction records. The task is: describe an organic reaction: reactants, conditions, products, and yield Reactants: [Al+3], C1CCOC1, CCOC(=O)c1cnc(SC)nc1NC(C)C, [H-], [H-], [H-], [H-], [Li+]. Product: CSc1ncc(CO)c(NC(C)C)n1. As a reaction SMILES: [Al+3:19].[CH2:24]1[O:25][CH2:26][CH2:27][CH2:28]1.[CH:1]([CH3:2])([CH3:3])[NH:4][c:5]1[n:6][c:7]([S:16][CH3:17])[n:8][cH:9][c:10]1[C:11](=[O:12])[O:13][CH2:14][CH3:15].[H-:18].[H-:21].[H-:22].[H-:23].[Li+:20]>>[CH:1]([CH3:2])([CH3:3])[NH:4][c:5]1[n:6][c:7]([S:16][CH3:17])[n:8][cH:9][c:10]1[CH2:11][OH:12]. Starting materials: C(C)(=O)NC(C(=O)O)CC(=O)C1=C(C=CC(=C1)Cl)N (2-acetamido-4-(2-amino-5-chlorophenyl)-4-oxo-butyric acid), C(=O)(N1C=NC=C1)N1C=NC=C1 (1,1'-carbonyldiimidazole), N[C@@H](CO)C1=CC=CC=C1 ((R)-(-)-2-amino-2-phenylethanol). Run in CN(C)C=O (DMF), CN(C)C=O (DMF). Reaction conditions: temperature 5 celsius, time 1.5 hour. The product is C(C)(=O)NC(C(=O)NC(CO)C1=CC=CC=C1)CC(=O)C1=C(C=CC(=C1)Cl)N (2-acetylamino-4-(2-amino-5-chlorophenyl)-N-(2-hydroxy-1-phenyl-ethyl)-4-oxobutyramide). Reaction SMILES: [C:1]([NH:4][CH:5]([CH2:9][C:10]([C:12]1[CH:17]=[C:16]([Cl:18])[CH:15]=[CH:14][C:13]=1[NH2:19])=[O:11])[C:6]([OH:8])=O)(=[O:3])[CH3:2].C(N1C=CN=C1)(N1C=CN=C1)=O.[NH2:32][C@H:33]([C:36]1[CH:41]=[CH:40][CH:39]=[CH:38][CH:37]=1)[CH2:34][OH:35]>CN(C=O)C>[C:1]([NH:4][CH:5]([CH2:9][C:10]([C:12]1[CH:17]=[C:16]([Cl:18])[CH:15]=[CH:14][C:13]=1[NH2:19])=[O:11])[C:6]([NH:32][CH:33]([C:36]1[CH:41]=[CH:40][CH:39]=[CH:38][CH:37]=1)[CH2:34][OH:35])=[O:8])(=[O:3])[CH3:2]. Procedure details: To a stirred solution of 2-acetamido-4-(2-amino-5-chlorophenyl)-4-oxo-butyric acid (0.569 g; 2 mmol) in dry DMF (8 ml), 1,1'-carbonyldiimidazole (0.34 g; 2.1 mmol) was added portionwise at 5°-8° C. under nitrogen. After stirring at 5° C. for 1.5 h, (R)-(-)-2-amino-2-phenylethanol (0.33 g; 2.4 mmol) in dry DMF (6 ml) was added dropwise at 3°-5° C. The reaction was then stirred for 2 h in an ice bath and 16 h at room temperature, quenched with water and extracted with ethyl acetate. The organic la... Reactants: O=C(O)CCCOc1ccc(C23CC4CC(CC(C4)C2)C3)cc1, ClCCl, CC(=O)O, O=[N+]([O-])O. Yields the product O=C(O)CCCOc1ccc(C23CC4CC(CC(C4)C2)C3)cc1[N+](=O)[O-]. Reaction SMILES: [C:5]12([c:15]3[cH:16][cH:17][c:18]([O:19][CH2:20][CH2:21][CH2:22][C:23](=[O:24])[OH:25])[cH:26][cH:27]3)[CH2:6][CH:7]3[CH2:8][CH:9]([CH2:10][CH:11]([CH2:12]1)[CH2:13]3)[CH2:14]2.[CH2:32]([Cl:33])[Cl:34].[CH3:28][C:29](=[O:30])[OH:31].[OH:1][N+:2]([O-:3])=[O:4]>>[O-:1][N+:2](=[O:4])[c:26]1[c:18]([O:19][CH2:20][CH2:21][CH2:22][C:23](=[O:24])[OH:25])[cH:17][cH:16][c:15]([C:5]23[CH2:6][CH:7]4[CH2:8][CH:9]([CH2:10][CH:11]([CH2:12]2)[CH2:13]4)[CH2:14]3)[cH:27]1. Reactants: O=C([O-])[O-], Nc1ncnc2c1c(I)cn2C1CCC1, [Na+], [Na+], CN(C)C=O, CC1(C)OB(c2ccc3ccc(-c4ccccc4)nc3c2)OC1(C)C, c1ccc(P(c2ccccc2)(c2ccccc2)[Pd](P(c2ccccc2)(c2ccccc2)c2ccccc2)(P(c2ccccc2)(c2ccccc2)c2ccccc2)P(c2ccccc2)(c2ccccc2)c2ccccc2)cc1. Product: Nc1ncnc2c1c(-c1ccc3ccc(-c4ccccc4)nc3c1)cn2C1CCC1. Reaction SMILES: [C:41](=[O:42])([O-:43])[O-:44].[CH:1]1([n:5]2[cH:6][c:7]([I:15])[c:8]3[c:9]2[n:10][cH:11][n:12][c:13]3[NH2:14])[CH2:2][CH2:3][CH2:4]1.[Na+:45].[Na+:46].[O:47]=[CH:48][N:49]([CH3:50])[CH3:51].[c:16]1(-[c:22]2[n:23][c:24]3[cH:25][c:26]([B:32]4[O:33][C:34]([CH3:35])([CH3:36])[C:37]([CH3:38])([CH3:39])[O:40]4)[cH:27][cH:28][c:29]3[cH:30][cH:31]2)[cH:17][cH:18][cH:19][cH:20][cH:21]1.[cH:52]1[cH:53][cH:54][c:55]([P:56]([Pd:57]([P:58]([c:59]2[cH:60][cH:61][cH:62][cH:63][cH:64]2)([c:65]2[cH:66][cH:67][cH:68][cH:69][cH:70]2)[c:71]2[cH:72][cH:73][cH:74][cH:75][cH:76]2)([P:77]([c:78]2[cH:79][cH:80][cH:81][cH:82][cH:83]2)([c:84]2[cH:85][cH:86][cH:87][cH:88][cH:89]2)[c:90]2[cH:91][cH:92][cH:93][cH:94][cH:95]2)[P:96]([c:97]2[cH:98][cH:99][cH:100][cH:101][cH:102]2)([c:103]2[cH:104][cH:105][cH:106][cH:107][cH:108]2)[c:109]2[cH:110][cH:111][cH:112][cH:113][cH:114]2)([c:115]2[cH:116][cH:117][cH:118][cH:119][cH:120]2)[c:121]2[cH:122][cH:123][cH:124][cH:125][cH:126]2)[cH:127][cH:128]1>>[CH:1]1([n:5]2[cH:6][c:7](-[c:26]3[cH:25][c:24]4[n:23][c:22](-[c:16]5[cH:17][cH:18][cH:19][cH:20][cH:21]5)[cH:31][cH:30][c:29]4[cH:28][cH:27]3)[c:8]3[c:9]2[n:10][cH:11][n:12][c:13]3[NH2:14])[CH2:2][CH2:3][CH2:4]1. The solvent is CN(C(C)=O)C (N,N-dimethylacetamide). The yield is 75.3%. Procedure details: 4-Fluoro-2-methyl-1-nitrobenzene (2.6 g) (available from Aldrich) and sodium benzenesulfinate (3.0 g) (available from Aldrich) were heated in N,N-dimethylacetamide (40 ml) at 50° C. for 16 h. After cooling the mixture was filtered, the filtrate collected and the solvent removed in vacuo. The residue was triturated with cyclohexane and the resultant precipitate collected by filtration to give the title compound as a white solid (3.5 g). The product is C1(=CC=CC=C1)S(=O)(=O)C1=CC(=C(C=C1)[N+](=O)[O-])C (3-Methyl-4-nitrophenyl phenyl sulphone). Reaction SMILES: F[C:2]1[CH:7]=[CH:6][C:5]([N+:8]([O-:10])=[O:9])=[C:4]([CH3:11])[CH:3]=1.[C:12]1([S:18]([O-:20])=[O:19])[CH:17]=[CH:16][CH:15]=[CH:14][CH:13]=1.[Na+]>CN(C)C(=O)C>[C:12]1([S:18]([C:2]2[CH:7]=[CH:6][C:5]([N+:8]([O-:10])=[O:9])=[C:4]([CH3:11])[CH:3]=2)(=[O:20])=[O:19])[CH:17]=[CH:16][CH:15]=[CH:14][CH:13]=1 |f:1.2|. The reactants are FC1=CC(=C(C=C1)[N+](=O)[O-])C (4-Fluoro-2-methyl-1-nitrobenzene), C1(=CC=CC=C1)S(=O)[O-].[Na+] (sodium benzenesulfinate). Reactants: CNCCC1=CC=C(C=C1)C1=NN(C=N1)C1=CC=C(C=C1)OC(F)(F)F (N-methyl-2-(4-(1-(4-(trifluoromethoxy)phenyl)-1H-1,2,4-triazol-3-yl)phenyl)ethanamine), C(C)(C)C1=C(C=C(C=C1)C)N1/C(/SCC1=O)=N/C(OC1=CC=C(C=C1)[N+](=O)[O-])=O ((Z)-4-nitrophenyl (3-(2-isopropyl-5-methylphenyl)-4-oxothiazolidin-2-ylidene)carbamate). Product: C(C)(C)C1=C(C=C(C=C1)C)N1/C(/SCC1=O)=N/C(N(CCC1=CC=C(C=C1)C1=NN(C=N1)C1=CC=C(C=C1)OC(F)(F)F)C)=O ((Z)-3-(3-(2-isopropyl-5-methylphenyl)-4-oxothiazolidin-2-ylidene)-1-methyl-1-(4-(1-(4-(trifluoromethoxy)phenyl)-1H-1,2,4-triazol-3-yl)phenethyl)urea), foam. Yield: 63.0%. Reaction SMILES: [CH3:1][NH:2][CH2:3][CH2:4][C:5]1[CH:10]=[CH:9][C:8]([C:11]2[N:15]=[CH:14][N:13]([C:16]3[CH:21]=[CH:20][C:19]([O:22][C:23]([F:26])([F:25])[F:24])=[CH:18][CH:17]=3)[N:12]=2)=[CH:7][CH:6]=1.[CH:27]([C:30]1[CH:35]=[CH:34][C:33]([CH3:36])=[CH:32][C:31]=1[N:37]1[C:41](=[O:42])[CH2:40][S:39]/[C:38]/1=[N:43]\[C:44](=[O:55])OC1C=CC([N+]([O-])=O)=CC=1)([CH3:29])[CH3:28]>>[CH:27]([C:30]1[CH:35]=[CH:34][C:33]([CH3:36])=[CH:32][C:31]=1[N:37]1[C:41](=[O:42])[CH2:40][S:39]/[C:38]/1=[N:43]\[C:44](=[O:55])[N:2]([CH3:1])[CH2:3][CH2:4][C:5]1[CH:10]=[CH:9][C:8]([C:11]2[N:15]=[CH:14][N:13]([C:16]3[CH:21]=[CH:20][C:19]([O:22][C:23]([F:24])([F:26])[F:25])=[CH:18][CH:17]=3)[N:12]=2)=[CH:7][CH:6]=1)([CH3:28])[CH3:29]. Procedure details: The title compound was prepared as described in Example 95 using N-methyl-2-(4-(1-(4-(trifluoromethoxy)phenyl)-1H-1,2,4-triazol-3-yl)phenyl)ethanamine (CB24) and (Z)-4-nitrophenyl (3-(2-isopropyl-5-methylphenyl)-4-oxothiazolidin-2-ylidene)carbamate (CA50), purified by flash column chromatography using 0-100% ethyl acetate/B, where B=1:1 dichloromethane/hexanes, as eluent and isolated as a pale orange foam (0.160 g, 63%).